The task is: describe an organic reaction: reactants, conditions, products, and yield. This data is from the Open Reaction Database (ORD), a public repository of structured organic reaction records. Starting materials: C(C1=CC=CC=C1)Br (Benzyl bromide), FC1=CC=C(C=C1)C1=CC=NC=C1 (4-(4-fluorophenyl)pyridine), [BH4-].[Na+] (sodium borohydride). Run in CC(=O)C (acetone). Reaction conditions: time 1 hour. Yields the product FC1=CC=C(C=C1)C=1CCN(CC1)CC1=CC=CC=C1 (4-(4-Fluorophenyl)-1,2,3,6-tetrahydro-1-(phenylmethyl)pyridine). The yield is 78.2%. Reaction SMILES: [CH2:1](Br)[C:2]1[CH:7]=[CH:6][CH:5]=[CH:4][CH:3]=1.[F:9][C:10]1[CH:15]=[CH:14][C:13]([C:16]2[CH:21]=[CH:20][N:19]=[CH:18][CH:17]=2)=[CH:12][CH:11]=1.[BH4-].[Na+]>CC(C)=O>[F:9][C:10]1[CH:11]=[CH:12][C:13]([C:16]2[CH2:21][CH2:20][N:19]([CH2:1][C:2]3[CH:7]=[CH:6][CH:5]=[CH:4][CH:3]=3)[CH2:18][CH:17]=2)=[CH:14][CH:15]=1 |f:2.3|. Procedure details: Benzyl bromide (52.4 mL, 441 mmol) was added to a solution of 4-(4-fluorophenyl)pyridine (Description 14, 50.87 g, 294 mmol) in acetone (500 mL) and the mixture was heated under reflux for 3 days. The mixture was cooled to room temperature and the solid was collected, washed with acetone and diethyl ether and dried in vacuo. The solid was dissolved in methanol (400 mL) and water (100 mL), cooled to 0° C. and sodium borohydride (20.6 g, 542 mmol) was added in portions. The mixture was stirred at ... Starting materials: [Na] (sodium), C(C)(=O)OCC=C(CCC=C(CCC(=C(C)C)C)C)C (1-acetoxy-3,7,10,11-tetramethyl-2,6,10-dodecatriene). Solvent: CO (methanol). Run at time 16 hour. The product is CC(=CCO)CCC=C(CCC(=C(C)C)C)C (3,7,10,11-tetramethyl-2,6,10-dodecatrien-1-ol). Reaction SMILES: [Na].C([O:5][CH2:6][CH:7]=[C:8]([CH3:21])[CH2:9][CH2:10][CH:11]=[C:12]([CH3:20])[CH2:13][CH2:14][C:15]([CH3:19])=[C:16]([CH3:18])[CH3:17])(=O)C>CO>[CH3:21][C:8]([CH2:9][CH2:10][CH:11]=[C:12]([CH3:20])[CH2:13][CH2:14][C:15]([CH3:19])=[C:16]([CH3:18])[CH3:17])=[CH:7][CH2:6][OH:5] |^1:0|. Reported procedure: To a solution containing 2.3 g. of sodium in 100 ml. of absolute methanol, there were added 41.8 g. of 1-acetoxy-3,7,10,11-tetramethyl-2,6,10-dodecatriene. The reaction mixture was allowed to stand for 16 hours at room temperature under constant stirring. The reaction mixture was then evaporated under vacuum and poured onto a saturated aqueous sodium chloride solution. After this, the reaction mixture was exhaustively extracted with petroleum ether (b.p. 40°-45°). The combined petroleum ether ex... The reactants are CC(C)(C)OC(=O)N1CCC(S(C)(=O)=O)CC1, CCOC(C)=O, Cl, C1COCCO1. Yields the product CS(=O)(=O)C1CCNCC1. As a reaction SMILES: [CH3:1][S:2](=[O:3])(=[O:4])[CH:5]1[CH2:6][CH2:7][N:8]([C:11]([O:12][C:13]([CH3:14])([CH3:15])[CH3:16])=[O:17])[CH2:9][CH2:10]1.[CH3:25][CH2:26][O:27][C:28]([CH3:29])=[O:30].[ClH:18].[O:19]1[CH2:20][CH2:21][O:22][CH2:23][CH2:24]1>>[CH3:1][S:2](=[O:3])(=[O:4])[CH:5]1[CH2:6][CH2:7][NH:8][CH2:9][CH2:10]1. As a reaction SMILES: [NH2:1][C:2]1[C:10]2[C:5](=[CH:6][C:7]([Cl:11])=[CH:8][CH:9]=2)[NH:4][C:3]=1[C:12](=[O:19])[C:13]1[CH:18]=[CH:17][CH:16]=[CH:15][CH:14]=1.[C:20]([O:23][C@@H:24]([CH3:28])[C:25](Cl)=[O:26])(=[O:22])[CH3:21]>CO>[C:20]([O:23][C@@H:24]([CH3:28])[C:25]([NH:1][C:2]1[C:10]2[C:5](=[CH:6][C:7]([Cl:11])=[CH:8][CH:9]=2)[NH:4][C:3]=1[C:12](=[O:19])[C:13]1[CH:18]=[CH:17][CH:16]=[CH:15][CH:14]=1)=[O:26])(=[O:22])[CH3:21]. The reactants are NC1=C(NC2=CC(=CC=C12)Cl)C(C1=CC=CC=C1)=O (3-amino-2-benzoyl-6-chloroindole), C(C)(=O)O[C@H](C(=O)Cl)C ((S)-(−)-2-acetoxypropionyl chloride). Product: C(C)(=O)O[C@H](C(=O)NC1=C(NC2=CC(=CC=C12)Cl)C(C1=CC=CC=C1)=O)C ((S)-(−)-3-(2-Acetoxypropionyl)amino-2-benzoyl-6-chloroindole). Solvent: CO (MeOH). Procedure details: The title compound was prepared according to the procedure described in Example 19 employing 3-amino-2-benzoyl-6-chloroindole (Example 1) and (S)-(−)-2-acetoxypropionyl chloride. m.p.: 80-85° C. 1H-NMR (CDCl3) δ: 10.81 (1H, br s), 8.37 (1H, d, J=8.8 Hz), 8.31 (1H, br s), 7.82-7.77 (2H, m), 7.70-7.53 (3H, m), 7.29 (1H, d, J=1.5 Hz), 7.12 (1H, dd, J=1.5, 8.8 Hz), 5.44 (1H, q, J=7.0 Hz), 2.33 (3H, s), 1.61 (3H, d, J=7.0 Hz) [α]D23 −42.30 (MeOH, c=0.87) The reactants are OC[C@@H]1CO[C@@H](CN1C(=O)OC(C)(C)C)CCC=1C(=NC=CC1)NC([C@@H](NC(=O)OC)C(C1=CC=CC=C1)C1=CC=CC=C1)=O (tert-butyl (2R,5R)-5-(hydroxymethyl)-2-[2-(2-{[N-(methoxycarbonyl)-β-phenyl-L-phenylalanyl]amino}pyridin-3-yl)ethyl]morpholine-4-carboxylate), C1=CN(C=N1)C(=O)N2C=CN=C2 (CDI), FC1=CC=C(CN)C=C1 (4-fluorobenzylamine). The solvent is N1=CC=CC=C1 (Pyridine), CCOC(=O)C (EtOAc). Run at time 5 hour. The product is FC1=CC=C(CNC(=O)OC[C@@H]2CO[C@@H](CN2C(=O)OC(C)(C)C)CCC=2C(=NC=CC2)NC([C@@H](NC(=O)OC)C(C2=CC=CC=C2)C2=CC=CC=C2)=O)C=C1 (tert-butyl (2R,5S)-5-({[(4-fluorobenzyl)carbamoyl]oxy}methyl)-2-[2-(2-{[N-(methoxycarbonyl)-β-phenyl-L-phenylalanyl]amino}pyridin-3-yl)ethyl]morpholine-4-carboxylate). As a reaction SMILES: [OH:1][CH2:2][C@H:3]1[N:8]([C:9]([O:11][C:12]([CH3:15])([CH3:14])[CH3:13])=[O:10])[CH2:7][C@@H:6]([CH2:16][CH2:17][C:18]2[C:19]([NH:24][C:25](=[O:45])[C@H:26]([CH:32]([C:39]3[CH:44]=[CH:43][CH:42]=[CH:41][CH:40]=3)[C:33]3[CH:38]=[CH:37][CH:36]=[CH:35][CH:34]=3)[NH:27][C:28]([O:30][CH3:31])=[O:29])=[N:20][CH:21]=[CH:22][CH:23]=2)[O:5][CH2:4]1.C1N=CN([C:51]([N:53]2C=N[CH:55]=[CH:54]2)=[O:52])C=1.[F:58][C:59]1[CH:66]=[CH:65]C(CN)=[CH:61][CH:60]=1>N1C=CC=CC=1.CCOC(C)=O>[F:58][C:59]1[CH:66]=[CH:65][C:55]([CH2:54][NH:53][C:51]([O:1][CH2:2][C@H:3]2[N:8]([C:9]([O:11][C:12]([CH3:14])([CH3:15])[CH3:13])=[O:10])[CH2:7][C@@H:6]([CH2:16][CH2:17][C:18]3[C:19]([NH:24][C:25](=[O:45])[C@H:26]([CH:32]([C:33]4[CH:38]=[CH:37][CH:36]=[CH:35][CH:34]=4)[C:39]4[CH:44]=[CH:43][CH:42]=[CH:41][CH:40]=4)[NH:27][C:28]([O:30][CH3:31])=[O:29])=[N:20][CH:21]=[CH:22][CH:23]=3)[O:5][CH2:4]2)=[O:52])=[CH:61][CH:60]=1. Reported procedure: A mixture of tert-butyl (2R,5R)-5-(hydroxymethyl)-2-[2-(2-{[N-(methoxycarbonyl)-β-phenyl-L-phenylalanyl]amino}pyridin-3-yl)ethyl]morpholine-4-carboxylate (1 eq) and CDI (2.05 eq.) was dissolved in dry Pyridine (0.04 M) and the resulting solution stirred under N2 at rt for 5 h and then at 49° C. for 0.5 h; then neat 4-fluorobenzylamine (6 eq.) was added and the resulting mixture further stirred at the same temperature for 12 h. The crude reaction mixture was diluted with EtOAc, washed with 5% aq.... Starting materials: intermediate 19, CC1=CC=CC(=N1)O (6-methyl-pyridin-2-ol), COC(C(CC1CCCC1)Br)=O (2-bromo-3-cyclopentyl-propionic acid methyl ester), ClC=1C(N(N=CC1Cl)C1OCCCC1)=O (4,5-dichloro-2-(tetrahydropyran-2-yl)-2H-pyridazin-3-one), ClC=1C(N(N=CC1Cl)C1OCCCC1)=O (4,5-dichloro-2-(tetrahydropyran-2-yl)-2H-pyridazin-3-one), COC(C(CC1CCCC1)Br)=O (2-bromo-3-cyclopentyl-propionic acid methyl ester). The product is C1(CCCC1)CC(C(=O)O)N1N=CC(=CC1=O)OC1=NC(=CC=C1)C (3-cyclopentyl-2-[4-(6-methyl-pyridin-2-yloxy)-6-oxo-6H-pyridazin-1-yl]-propionic acid). As a reaction SMILES: Cl[C:2]1[C:3](=[O:15])[N:4](C2CCCCO2)[N:5]=[CH:6][C:7]=1Cl.[CH3:16][C:17]1[N:22]=[C:21]([OH:23])[CH:20]=[CH:19][CH:18]=1.C[O:25][C:26](=[O:35])[CH:27](Br)[CH2:28][CH:29]1[CH2:33][CH2:32][CH2:31][CH2:30]1>>[CH:29]1([CH2:28][CH:27]([N:4]2[C:3](=[O:15])[CH:2]=[C:7]([O:23][C:21]3[CH:20]=[CH:19][CH:18]=[C:17]([CH3:16])[N:22]=3)[CH:6]=[N:5]2)[C:26]([OH:25])=[O:35])[CH2:33][CH2:32][CH2:31][CH2:30]1. Procedure: In an analogous manner to the stepwise sequence outlined in intermediate 19, starting from 4,5-dichloro-2-(tetrahydropyran-2-yl)-2H-pyridazin-3-one (Intermediate 20) and 6-methyl-pyridin-2-ol and alkylating with 2-bromo-3-cyclopentyl-propionic acid methyl ester (Intermediate 10) afforded 3-cyclopentyl-2-[4-(6-methyl-pyridin-2-yloxy)-6-oxo-6H-pyridazin-1-yl]-propionic acid (9.7 g, 66% for the final step); LC-MS: tR=3.28 min, 344 [M+H]+. HPLC: tR=9.16 min, 95.62% at 214 nm, 96.87% at 254 nm. 1H NM... Starting materials: C1COCCO1, CC(C)(C)OC(=O)N1CCC2(CCN(S(C)(=O)=O)CC2)C1, Cl. Product: CS(=O)(=O)N1CCC2(CCNC2)CC1, Cl. RXN SMILES: [CH2:23]1[O:24][CH2:25][CH2:26][O:27][CH2:28]1.[CH3:2][S:3](=[O:4])(=[O:5])[N:6]1[CH2:7][CH2:8][C:9]2([CH2:10][CH2:11][N:12]([C:14]([O:15][C:16]([CH3:17])([CH3:18])[CH3:19])=[O:20])[CH2:13]2)[CH2:21][CH2:22]1.[ClH:1]>>[CH3:2][S:3](=[O:4])(=[O:5])[N:6]1[CH2:7][CH2:8][C:9]2([CH2:10][CH2:11][NH:12][CH2:13]2)[CH2:21][CH2:22]1.[ClH:1].